This data is from the Open Reaction Database (ORD), a public repository of structured organic reaction records. The task is: describe an organic reaction: reactants, conditions, products, and yield The reactants are C(C)(=O)SC1CCC2(CCC(CC2)CCC2=COC=C2)CC1 (9-acetylthio-3-(2-(3-furyl)ethyl)-spiro[5.5]undecane), [H][H] (hydrogen), N (ammonia). The solvent is CO.O1CCCC1 (methanol tetrahydrofuran). Reaction conditions: time 3 hour. The product is SC1CCC2(CCC(CC2)CCC2=COC=C2)CC1 (9-mercapto-3-(2-(3-furyl)ethyl)-spiro[5.5]undecane). The yield is 92.1%. As a reaction SMILES: C([S:4][CH:5]1[CH2:22][CH2:21][C:8]2([CH2:13][CH2:12][CH:11]([CH2:14][CH2:15][C:16]3[CH:20]=[CH:19][O:18][CH:17]=3)[CH2:10][CH2:9]2)[CH2:7][CH2:6]1)(=O)C.[H][H].N>CO.O1CCCC1>[SH:4][CH:5]1[CH2:6][CH2:7][C:8]2([CH2:9][CH2:10][CH:11]([CH2:14][CH2:15][C:16]3[CH:20]=[CH:19][O:18][CH:17]=3)[CH2:12][CH2:13]2)[CH2:21][CH2:22]1 |f:3.4|. Procedure: A solution of 0.100 g of 9-acetylthio-3-(2-(3-furyl)ethyl)-spiro[5.5]undecane in 5 ml of methanol/tetrahydrofuran 3/1, was saturated with hydrogen and successively with gaseous ammonia and kept on standing for 3 hrs at room temperature. The mixture was evaporated to dryness and purified by flash chromatography (SiO2 ; n-hexane/diethylether 80/20) to give 0.080 g of 9-mercapto-3-(2-(3-furyl)ethyl)-spiro[5.5]undecane as a white sticky oil. TLC: Rf=0.38 (SiO2 plates, n-hexane/diethylether 80/20). 1...